Dataset: the Open Reaction Database (ORD), a public repository of structured organic reaction records. Task: describe an organic reaction: reactants, conditions, products, and yield Starting materials: CC(C=O)c1ccc(Br)cc1Cl, Cn1c(=O)n(C)c2cc(Br)ccc21, C1CCOC1, [Li]CCCC, O. Product: CC(c1ccc(Br)cc1Cl)C(O)c1ccc2c(c1)n(C)c(=O)n2C. As a reaction SMILES: [Br:19][c:20]1[cH:21][c:22]([Cl:30])[c:23]([CH:26]([CH:27]=[O:28])[CH3:29])[cH:24][cH:25]1.[Br:6][c:7]1[cH:8][c:9]2[c:10]([n:11]([CH3:16])[c:12](=[O:15])[n:13]2[CH3:14])[cH:17][cH:18]1.[CH2:32]1[O:33][CH2:34][CH2:35][CH2:36]1.[CH3:1][CH2:2][CH2:3][CH2:4][Li:5].[OH2:31]>>[c:7]1([CH:27]([CH:26]([c:23]2[c:22]([Cl:30])[cH:21][c:20]([Br:19])[cH:25][cH:24]2)[CH3:29])[OH:28])[cH:8][c:9]2[c:10]([n:11]([CH3:16])[c:12](=[O:15])[n:13]2[CH3:14])[cH:17][cH:18]1. Reactants: COC=1C=C2C(=NC=NC2=CC1OC)OC=1C=C2C=CC=C(C2=CC1)C(=O)O (6-(6,7-dimethoxyquinazolin-4-yloxy)-1-naphthoic acid), NCC1=CC=C(C(=O)NC2=C(C=C(C=C2)OC)N)C=C1 (4-(aminomethyl)-N-(2-amino-4-methoxyphenyl)benzamide). The product is NC1=C(C=CC(=C1)OC)NC(=O)C1=CC=C(CNC(=O)C2=CC=CC3=CC(=CC=C23)OC2=NC=NC3=CC(=C(C=C23)OC)OC)C=C1 (N-(4-((2-amino-4-methoxyphenyl)carbamoyl)benzyl)-6-(6,7-dimethoxyquinazolin-4-yloxy)-1-naphthamide). The yield is 81.9%. Reaction SMILES: [CH3:1][O:2][C:3]1[CH:4]=[C:5]2[C:10](=[CH:11][C:12]=1[O:13][CH3:14])[N:9]=[CH:8][N:7]=[C:6]2[O:15][C:16]1[CH:17]=[C:18]2[C:23](=[CH:24][CH:25]=1)[C:22]([C:26](O)=[O:27])=[CH:21][CH:20]=[CH:19]2.[NH2:29][CH2:30][C:31]1[CH:48]=[CH:47][C:34]([C:35]([NH:37][C:38]2[CH:43]=[CH:42][C:41]([O:44][CH3:45])=[CH:40][C:39]=2[NH2:46])=[O:36])=[CH:33][CH:32]=1>>[NH2:46][C:39]1[CH:40]=[C:41]([O:44][CH3:45])[CH:42]=[CH:43][C:38]=1[NH:37][C:35]([C:34]1[CH:47]=[CH:48][C:31]([CH2:30][NH:29][C:26]([C:22]2[C:23]3[C:18](=[CH:17][C:16]([O:15][C:6]4[C:5]5[C:10](=[CH:11][C:12]([O:13][CH3:14])=[C:3]([O:2][CH3:1])[CH:4]=5)[N:9]=[CH:8][N:7]=4)=[CH:25][CH:24]=3)[CH:19]=[CH:20][CH:21]=2)=[O:27])=[CH:32][CH:33]=1)=[O:36]. Procedure: The title compound (51.6 mg, 82% yield) was prepared as a brown solid from 6-(6,7-dimethoxyquinazolin-4-yloxy)-1-naphthoic acid (37.6 mg, 0.1 mmol) and 4-(aminomethyl)-N-(2-amino-4-methoxyphenyl)benzamide (32.5 mg, 0.12 mmol) by an analogous procedure to that described in example 16. LC-MS (m/z) 630 (M+1).